Dataset: the Open Reaction Database (ORD), a public repository of structured organic reaction records. Task: describe an organic reaction: reactants, conditions, products, and yield The reactants are [Al+3], COC(=O)C(C)(C)S(=O)(=O)c1ccc2c(c1)nc(CC(C)(C)C)n2CC1CC1, [F-], [H-], [H-], [H-], [H-], [K+], [Li+], [Na+], [Na+], C1CCOC1, O, O, O, O, O, O, O, O, O, O, O=S(=O)([O-])[O-]. Yields the product CC(C)(C)Cc1nc2cc(S(=O)(=O)C(C)(C)CO)ccc2n1CC1CC1. As a reaction SMILES: [Al+3:2].[CH:7]1([CH2:10][n:11]2[c:12]([CH2:30][C:31]([CH3:32])([CH3:33])[CH3:34])[n:13][c:14]3[c:15]2[cH:16][cH:17][c:18]([S:20](=[O:21])(=[O:22])[C:23]([C:24](=[O:25])[O:26][CH3:27])([CH3:28])[CH3:29])[cH:19]3)[CH2:8][CH2:9]1.[F-:35].[H-:1].[H-:4].[H-:5].[H-:6].[K+:36].[Li+:3].[Na+:52].[Na+:53].[O:54]1[CH2:55][CH2:56][CH2:57][CH2:58]1.[OH2:37].[OH2:38].[OH2:39].[OH2:40].[OH2:41].[OH2:42].[OH2:43].[OH2:44].[OH2:45].[OH2:46].[S:47]([O-:48])([O-:49])(=[O:50])=[O:51]>>[CH:7]1([CH2:10][n:11]2[c:12]([CH2:30][C:31]([CH3:32])([CH3:33])[CH3:34])[n:13][c:14]3[c:15]2[cH:16][cH:17][c:18]([S:20](=[O:21])(=[O:22])[C:23]([CH2:24][OH:25])([CH3:28])[CH3:29])[cH:19]3)[CH2:8][CH2:9]1. Reactants: CN(C=NC=1SC(=C(C1C#N)Cl)[N+](=O)[O-])C (N,N-dimethyl-N'-(4-chloro-3-cyano-5-nitrothien-2-yl)-formamidine), Cl (hydrochloric acid). Run in C(C)O (ethanol). The product is NC=1SC(=C(C1C#N)Cl)[N+](=O)[O-] (2-amino-4-chloro-3-cyano-5-nitrothiophene). Yield: 79.0%. As a reaction SMILES: CN(C)C=[N:4][C:5]1[S:6][C:7]([N+:13]([O-:15])=[O:14])=[C:8]([Cl:12])[C:9]=1[C:10]#[N:11].Cl>C(O)C>[NH2:4][C:5]1[S:6][C:7]([N+:13]([O-:15])=[O:14])=[C:8]([Cl:12])[C:9]=1[C:10]#[N:11]. Procedure details: A mixture of 5.2 parts of N,N-dimethyl-N'-(4-chloro-3-cyano-5-nitrothien-2-yl)-formamidine, 50 parts of ethanol and 5 parts of concentrated hydrochloric acid is heated at the boil for 3 hours and then poured onto ice water. The precipitate is filtered off under suction, washed with water and dried. 3.2 parts (79% of theory) of 2-amino-4-chloro-3-cyano-5-nitrothiophene are obtained. Decomposition temperature: 227° C. (from o-dichlorobenzene). Procedure details: Ether (10 ml) and a few drops 4-bromo-1-ethoxybutane were added to magnesium turnings (1.46 g). After the reaction started, the remainder of the 4-bromo-1-ethoxybutane (total 10.86 g) in ether (50 ml) was added dropwise over 20 minutes. The mixture was stirred under argon at room temperature for 30 minutes, cooled to 0° C. over 30 minutes and 3,4-dihydropyrimido[1,2-a]indol-10(2H)-one (3.72 g) in dry 1,2-dichloroethane (20 ml) added dropwise over 20 minutes. The solution was stirred under argon ... The reagents and catalysts are BrCCCCOCC (4-bromo-1-ethoxybutane). Conditions: time 30 minute. Yields the product OC1(C=2N(C=3C=CC=CC13)CCCN2)CCCCOCC (10-Hydroxy-10-(4-ethoxybutyl)-2,3,4,10-tetrahydropyrimido[1,2-a]indole), base. The solvent is CCOCC (ether), CCOCC (Ether), ClCCCl (1,2-dichloroethane). RXN SMILES: [Mg].Br[CH2:3][CH2:4][CH2:5][CH2:6][O:7][CH2:8][CH3:9].[N:10]1[CH2:11][CH2:12][CH2:13][N:14]2[C:22]3[CH:21]=[CH:20][CH:19]=[CH:18][C:17]=3[C:16](=[O:23])[C:15]=12.[Cl-].[NH4+]>BrCCCCOCC.CCOCC.ClCCCl>[OH:23][C:16]1([CH2:3][CH2:4][CH2:5][CH2:6][O:7][CH2:8][CH3:9])[C:17]2[CH:18]=[CH:19][CH:20]=[CH:21][C:22]=2[N:14]2[CH2:13][CH2:12][CH2:11][N:10]=[C:15]12 |f:3.4|. Reactants: ice, [Cl-].[NH4+] (ammonium chloride), BrCCCCOCC (4-bromo-1-ethoxybutane), [Mg] (magnesium), N=1CCCN2C1C(C=1C=CC=CC21)=O (3,4-dihydropyrimido[1,2-a]indol-10(2H)-one). The reactants are CCn1c2ccccc2c2cc(C=O)ccc21, CC(C)C(=O)Nc1ccccc1C1CCNCC1. Yields the product CCn1c2ccccc2c2cc(CN3CCC(c4ccccc4NC(=O)C(C)C)CC3)ccc21. Reaction SMILES: [CH2:1]([CH3:2])[n:3]1[c:4]2[cH:5][cH:6][cH:7][cH:8][c:9]2[c:10]2[cH:11][c:12]([CH:16]=[O:17])[cH:13][cH:14][c:15]12.[CH3:18][CH:19]([C:20](=[O:21])[NH:22][c:23]1[c:24]([CH:29]2[CH2:30][CH2:31][NH:32][CH2:33][CH2:34]2)[cH:25][cH:26][cH:27][cH:28]1)[CH3:35]>>[CH2:1]([CH3:2])[n:3]1[c:4]2[cH:5][cH:6][cH:7][cH:8][c:9]2[c:10]2[cH:11][c:12]([CH2:16][N:32]3[CH2:31][CH2:30][CH:29]([c:24]4[c:23]([NH:22][C:20]([CH:19]([CH3:18])[CH3:35])=[O:21])[cH:28][cH:27][cH:26][cH:25]4)[CH2:34][CH2:33]3)[cH:13][cH:14][c:15]12. Starting materials: BrC=1C=NC(=NC1)C=1C=C(C=CC1)CO ([3-(5-bromopyrimidin-2-yl)phenyl]methanol), S(=O)(Cl)Cl (thionyl chloride). Solvent: ClCCl (dichloromethane). Reaction conditions: time 3 hour. The product is BrC=1C=NC(=NC1)C1=CC(=CC=C1)CCl (5-bromo-2-(3-chloromethylphenyl)pyrimidine). RXN SMILES: [Br:1][C:2]1[CH:3]=[N:4][C:5]([C:8]2[CH:9]=[C:10]([CH2:14]O)[CH:11]=[CH:12][CH:13]=2)=[N:6][CH:7]=1.S(Cl)([Cl:18])=O>ClCCl>[Br:1][C:2]1[CH:3]=[N:4][C:5]([C:8]2[CH:13]=[CH:12][CH:11]=[C:10]([CH2:14][Cl:18])[CH:9]=2)=[N:6][CH:7]=1. Reported procedure: 80 g (302 mmol) of [3-(5-bromopyrimidin-2-yl)phenyl]methanol are suspended in 300 ml of dichloromethane, and 33 ml (453 mmol) of thionyl chloride are slowly added with cooling. The reaction mixture is stirred at room temperature for 3 h. The solvent is distilled off, co-evaporated 3 times with toluene and stirred with diethyl ether; Procedure: Potassium carbonate (246 mg, 1.78 mmol) was added to a solution of 1-benzenesulfonyl-2-[2-cyclopentyl-1-(4-methanesulfonyl-phenyl)-vinyl]-1H-pyrrolo[2,3-b]pyridin-5-ol (310 mg, 0.59 mmol) in N,N-dimethylformamide (2 mL) at room temperature and stirred for 30 min. 2-Chloro-N,N-dimethyl-acetamide (0.061 mL, 0.59 mmol) was then added to the above mixture and stirred at room temperature for 13 h. The mixture was diluted with ethyl acetate (150 mL), washed with brine, dried over anhydrous sodium sulf... As a reaction SMILES: C(=O)([O-])[O-].[K+].[K+].[C:7]1([S:13]([N:16]2[C:20]3=[N:21][CH:22]=[C:23]([OH:25])[CH:24]=[C:19]3[CH:18]=[C:17]2[C:26]([C:33]2[CH:38]=[CH:37][C:36]([S:39]([CH3:42])(=[O:41])=[O:40])=[CH:35][CH:34]=2)=[CH:27][CH:28]2[CH2:32][CH2:31][CH2:30][CH2:29]2)(=[O:15])=[O:14])[CH:12]=[CH:11][CH:10]=[CH:9][CH:8]=1.Cl[CH2:44][C:45]([N:47]([CH3:49])[CH3:48])=[O:46]>CN(C)C=O.C(OCC)(=O)C>[C:7]1([S:13]([N:16]2[C:20]3=[N:21][CH:22]=[C:23]([O:25][CH2:44][C:45]([N:47]([CH3:49])[CH3:48])=[O:46])[CH:24]=[C:19]3[CH:18]=[C:17]2[C:26]([C:33]2[CH:34]=[CH:35][C:36]([S:39]([CH3:42])(=[O:40])=[O:41])=[CH:37][CH:38]=2)=[CH:27][CH:28]2[CH2:32][CH2:31][CH2:30][CH2:29]2)(=[O:14])=[O:15])[CH:12]=[CH:11][CH:10]=[CH:9][CH:8]=1 |f:0.1.2|. Isolated yield 94.8%. Reaction conditions: time 30 minute. The solvent is C(C)(=O)OCC (ethyl acetate), CN(C=O)C (N,N-dimethylformamide). Reactants: C([O-])([O-])=O.[K+].[K+] (Potassium carbonate), C1(=CC=CC=C1)S(=O)(=O)N1C(=CC=2C1=NC=C(C2)O)C(=CC2CCCC2)C2=CC=C(C=C2)S(=O)(=O)C (1-benzenesulfonyl-2-[2-cyclopentyl-1-(4-methanesulfonyl-phenyl)-vinyl]-1H-pyrrolo[2,3-b]pyridin-5-ol), ClCC(=O)N(C)C (2-Chloro-N,N-dimethyl-acetamide). The product is C1(=CC=CC=C1)S(=O)(=O)N1C(=CC=2C1=NC=C(C2)OCC(=O)N(C)C)C(=CC2CCCC2)C2=CC=C(C=C2)S(=O)(=O)C (2-{1-benzenesulfonyl-2-[2-cyclopentyl-1-(4-methanesulfonyl-phenyl)-vinyl]-1H-pyrrolo[2,3-b]pyridin-5-yloxy}-N,N-dimethyl-acetamide).